From a dataset of the Open Reaction Database (ORD), a public repository of structured organic reaction records. describe an organic reaction: reactants, conditions, products, and yield The reactants are CCO, NN, O=C1c2ccccc2C(=O)N1Cc1noc(C(F)(C2Cc3[nH]c4ccc(Cl)cc4c3C2)S(=O)(=O)c2ccccc2)n1. The product is NCc1noc(C(F)(C2Cc3[nH]c4ccc(Cl)cc4c3C2)S(=O)(=O)c2ccccc2)n1. As a reaction SMILES: [CH3:44][CH2:45][OH:46].[NH2:42][NH2:43].[c:1]1([S:7](=[O:8])(=[O:9])[C:10]([c:11]2[n:12][c:13]([CH2:16][N:17]3[C:18](=[O:19])[c:20]4[c:21]([cH:22][cH:23][cH:24][cH:25]4)[C:26]3=[O:27])[n:14][o:15]2)([F:28])[CH:29]2[CH2:30][c:31]3[c:32]([nH:33][c:34]4[cH:35][cH:36][c:37]([Cl:40])[cH:38][c:39]34)[CH2:41]2)[cH:2][cH:3][cH:4][cH:5][cH:6]1>>[c:1]1([S:7](=[O:8])(=[O:9])[C:10]([c:11]2[n:12][c:13]([CH2:16][NH2:17])[n:14][o:15]2)([F:28])[CH:29]2[CH2:30][c:31]3[c:32]([nH:33][c:34]4[cH:35][cH:36][c:37]([Cl:40])[cH:38][c:39]34)[CH2:41]2)[cH:2][cH:3][cH:4][cH:5][cH:6]1. The reactants are COC(=O)c1c(-c2cccnc2Cl)noc1C, CCO, [Na+], C1CCOC1, [OH-]. Yields the product Cc1onc(-c2cccnc2Cl)c1C(=O)O. RXN SMILES: [CH3:1][O:2][C:3](=[O:4])[c:5]1[c:6](-[c:11]2[c:12]([Cl:17])[n:13][cH:14][cH:15][cH:16]2)[n:7][o:8][c:9]1[CH3:10].[CH3:20][CH2:21][OH:22].[Na+:19].[O:23]1[CH2:24][CH2:25][CH2:26][CH2:27]1.[OH-:18]>>[O:2]=[C:3]([OH:4])[c:5]1[c:6](-[c:11]2[c:12]([Cl:17])[n:13][cH:14][cH:15][cH:16]2)[n:7][o:8][c:9]1[CH3:10]. Starting materials: C(N)(=O)C(CC1CCNCC1)(C1=CC=CC=C1)C1=CC=CC=C1 (4-(2-carbamoyl-2,2-diphenylethyl)piperidine), C(CC1=CC=CC=C1)Br (phenethyl bromide), C([O-])([O-])=O.[K+].[K+] (potassium carbonate). Run in C(C)#N (acetonitrile). Yields the product C(N)(=O)C(CC1CCN(CC1)CCC1=CC=CC=C1)(C1=CC=CC=C1)C1=CC=CC=C1 (4-(2-Carbamoyl-2,2-diphenylethyl)-1-phenethylpiperidine). Isolated yield 48.7%. RXN SMILES: [C:1]([C:4]([C:18]1[CH:23]=[CH:22][CH:21]=[CH:20][CH:19]=1)([C:12]1[CH:17]=[CH:16][CH:15]=[CH:14][CH:13]=1)[CH2:5][CH:6]1[CH2:11][CH2:10][NH:9][CH2:8][CH2:7]1)(=[O:3])[NH2:2].[CH2:24](Br)[CH2:25][C:26]1[CH:31]=[CH:30][CH:29]=[CH:28][CH:27]=1.C(=O)([O-])[O-].[K+].[K+]>C(#N)C>[C:1]([C:4]([C:18]1[CH:19]=[CH:20][CH:21]=[CH:22][CH:23]=1)([C:12]1[CH:13]=[CH:14][CH:15]=[CH:16][CH:17]=1)[CH2:5][CH:6]1[CH2:11][CH2:10][N:9]([CH2:24][CH2:25][C:26]2[CH:31]=[CH:30][CH:29]=[CH:28][CH:27]=2)[CH2:8][CH2:7]1)(=[O:3])[NH2:2] |f:2.3.4|. Procedure: A mixture of 4-(2-carbamoyl-2,2-diphenylethyl)piperidine (300 mg, 0.97 mmol) (Preparation 3), phenethyl bromide (198 mg, 1.07 mmol) and potassium carbonate (400 mg) in acetonitrile (10 ml) was heated under reflux for 6 hours, allowed to cool to room temperature and evaporated. The residue was partitioned between dichloromethane and 10% aqueous potassium carbonate solution and the aqueous layer was extracted twice into dichloromethane. The combined organic layers were dried over magnesium sulphat... Reactants: O1[C@@H](C1)C(=O)OC ((S)-Methyl oxirane-2-carboxylate), FC(S(=O)(=O)[O-])(F)F.[Mg+2].FC(S(=O)(=O)[O-])(F)F (magnesium trifluoromethanesulfonate), CC(C)O (propan-2-ol). Run in C(C)(=O)OCC (ethyl acetate), CCOC(=O)C (EtOAc). Product: O[C@H](C(=O)OC)COC(C)C ((S)-methyl 2-hydroxy-3-isopropoxypropanoate). Isolated yield 302.1%. Reaction SMILES: [O:1]1[CH2:3][C@H:2]1[C:4]([O:6][CH3:7])=[O:5].FC(F)(F)S([O-])(=O)=O.[Mg+2].FC(F)(F)S([O-])(=O)=[O:20].[CH3:25][CH:26](O)[CH3:27]>C(OCC)(=O)C>[OH:20][C@@H:2]([CH2:3][O:1][CH:26]([CH3:27])[CH3:25])[C:4]([O:6][CH3:7])=[O:5] |f:1.2.3|. Reported procedure: (S)-Methyl oxirane-2-carboxylate (2.04 g, 19.98 mmol), magnesium trifluoromethanesulfonate (1.611 g, 5.00 mmol) and propan-2-ol (1.84 mL, 24.0 mmol) in ethyl acetate (10 mL) were heated at reflux for 90 hours. The mixture was diluted with EtOAc (20 mL), filtered and evaporated. The residue was purified by flash silica chromatography, elution gradient 20 to 50% EtOAc in isohexane to afford (S)-methyl 2-hydroxy-3-isopropoxypropanoate (2.45 g, 76%). 1H NMR (400 MHz, CDCl3) δ 1.13 (3H, d), 1.16 (3H,... RXN SMILES: [Br:29][c:30]1[c:31]([C:32]#[N:33])[cH:34][cH:35][cH:36][cH:37]1.[CH3:38][N:39]([CH3:40])[CH:41]=[O:42].[H-:9].[Na+:10].[O:11]1[CH2:12][CH2:13][O:14][CH2:15][CH2:16][O:17][CH2:18][CH2:19][O:20][CH2:21][CH2:22][O:23][CH2:24][CH2:25][O:26][CH2:27][CH2:28]1.[OH:1][c:2]1[cH:3][cH:4][c:5]([Cl:6])[cH:7][cH:8]1>>[O:1]([c:2]1[cH:3][cH:4][c:5]([Cl:6])[cH:7][cH:8]1)[c:30]1[c:31]([C:32]#[N:33])[cH:34][cH:35][cH:36][cH:37]1. Product: N#Cc1ccccc1Oc1ccc(Cl)cc1. The reactants are N#Cc1ccccc1Br, CN(C)C=O, [H-], [Na+], C1COCCOCCOCCOCCOCCO1, Oc1ccc(Cl)cc1.